This data is from the Open Reaction Database (ORD), a public repository of structured organic reaction records. The task is: describe an organic reaction: reactants, conditions, products, and yield Starting materials: O.NN (hydrazine hydrate), FC=1C=CC2=C(C(=NCC=3N2C(=NN3)CON3C(C=2C(C3=O)=CC=CC2)=O)C2=CC=CC=C2)C1 (8-fluoro-1-[(phthalimidooxy)methyl]-6-phenyl-4H-s-triazolo[4,3-a][1,4]benzodiazepine). The solvent is C(C)O (ethanol). Yields the product NOCC1=NN=C2N1C1=C(C(=NC2)C2=CC=CC=C2)C=C(C=C1)F (1-[(aminooxy)methyl]-8-fluoro-6-phenyl-4H-s-triazolo[4,3-a][1,4]benzodiazepine). Reaction SMILES: O.NN.[F:4][C:5]1[CH:6]=[CH:7][C:8]2[N:14]3[C:15]([CH2:18][O:19][N:20]4C(=O)C5=CC=CC=C5C4=O)=[N:16][N:17]=[C:13]3[CH2:12][N:11]=[C:10]([C:31]3[CH:36]=[CH:35][CH:34]=[CH:33][CH:32]=3)[C:9]=2[CH:37]=1>C(O)C>[NH2:20][O:19][CH2:18][C:15]1[N:14]2[C:8]3[CH:7]=[CH:6][C:5]([F:4])=[CH:37][C:9]=3[C:10]([C:31]3[CH:32]=[CH:33][CH:34]=[CH:35][CH:36]=3)=[N:11][CH2:12][C:13]2=[N:17][N:16]=1 |f:0.1|. Procedure details: In the manner given in Example 2, a solution of hydrazine hydrate in ethanol is reacted at 65° C. with 8-fluoro-1-[(phthalimidooxy)methyl]-6-phenyl-4H-s-triazolo[4,3-a][1,4]benzodiazepine to give 1-[(aminooxy)methyl]-8-fluoro-6-phenyl-4H-s-triazolo[4,3-a][1,4]benzodiazepine. As a reaction SMILES: [CH2:23]1[O:24][CH2:25][CH2:26][O:27][CH2:28]1.[I+3:17]([O-:18])([O-:19])([O-:20])[O-:21].[Na+:22].[O:1]=[c:2]1[cH:3][cH:4][c:5]2[cH:6][cH:7][c:8]([C:15]#[N:16])[n:9][c:10]2[n:11]1[CH2:12][CH:13]=[CH2:14].[OH2:29]>>[O:1]=[c:2]1[cH:3][cH:4][c:5]2[cH:6][cH:7][c:8]([C:15]#[N:16])[n:9][c:10]2[n:11]1[CH2:12][CH:13]=[O:18]. Product: N#Cc1ccc2ccc(=O)n(CC=O)c2n1. Reactants: C1COCCO1, [O-][I+3]([O-])([O-])[O-], [Na+], C=CCn1c(=O)ccc2ccc(C#N)nc21, O. Reactants: CC(C)(C)OC(=O)c1ccc(CC(=O)O)cc1, CCN=C=NCCCN(C)C, CO, CN(C)c1ccncc1, ClCCl. Reaction SMILES: [C:1]([CH3:2])([CH3:3])([CH3:4])[O:5][C:6](=[O:7])[c:8]1[cH:9][cH:10][c:11]([CH2:14][C:15](=[O:16])[OH:17])[cH:12][cH:13]1.[CH3:18][CH2:19][N:20]=[C:21]=[N:22][CH2:23][CH2:24][CH2:25][N:26]([CH3:27])[CH3:28].[CH3:29][OH:30].[CH3:31][N:32]([c:33]1[cH:34][cH:35][n:36][cH:37][cH:38]1)[CH3:39].[Cl:40][CH2:41][Cl:42]>>[C:1]([CH3:2])([CH3:3])([CH3:4])[O:5][C:6](=[O:7])[c:8]1[cH:9][cH:10][c:11]([CH2:14][C:15]([O:16][CH3:18])=[O:17])[cH:12][cH:13]1. Product: COC(=O)Cc1ccc(C(=O)OC(C)(C)C)cc1. RXN SMILES: [CH3:26][CH2:27][OH:28].[CH:22]([O-:23])=[O:24].[ClH:1].[NH4+:25].[OH-:29].[OH-:31].[Pd+2:30].[c:2]1([CH:3]([CH3:4])[NH:10][CH:11]([CH2:12][c:13]2[cH:14][c:15]([CH2:19][OH:20])[cH:16][cH:17][cH:18]2)[CH3:21])[cH:5][cH:6][cH:7][cH:8][cH:9]1>>[NH2:10][CH:11]([CH2:12][c:13]1[cH:14][c:15]([CH2:19][OH:20])[cH:16][cH:17][cH:18]1)[CH3:21]. Product: CC(N)Cc1cccc(CO)c1. Starting materials: CCO, O=C[O-], Cl, [NH4+], [OH-], [OH-], [Pd+2], CC(Cc1cccc(CO)c1)NC(C)c1ccccc1.